Dataset: the Open Reaction Database (ORD), a public repository of structured organic reaction records. Task: describe an organic reaction: reactants, conditions, products, and yield The reactants are O=C([O-])O, CC(=O)OC(C)=O, Cl, [Na+], O, OCc1cccc2[nH]ccc12, c1ccncc1. Product: CC(=O)OCc1cccc2[nH]ccc12. RXN SMILES: [C:20](=[O:21])([OH:22])[O-:23].[CH3:12][C:13](=[O:14])[O:15][C:16](=[O:17])[CH3:18].[ClH:19].[Na+:24].[OH2:31].[OH:1][CH2:2][c:3]1[c:4]2[cH:5][cH:6][nH:7][c:8]2[cH:9][cH:10][cH:11]1.[cH:25]1[cH:26][cH:27][n:28][cH:29][cH:30]1>>[O:1]([CH2:2][c:3]1[c:4]2[cH:5][cH:6][nH:7][c:8]2[cH:9][cH:10][cH:11]1)[C:13]([CH3:12])=[O:14].